Dataset: the Open Reaction Database (ORD), a public repository of structured organic reaction records. Task: describe an organic reaction: reactants, conditions, products, and yield Reactants: OC1CN(C1)C(=O)C1CCN(CCC1)C(=O)OCC1=CC=CC=C1 (benzyl 4-[(3-hydroxyazetidin-1-yl)carbonyl]azepane-1-carboxylate), ClC1=CC(=NC=C1)C (4-chloro-2-methylpyridine), [H-].[Na+] (NaH). Run in CCOC(=O)C (EtOAc), CS(=O)C (DMSO). Reaction conditions: temperature 50 celsius, time 12 hour. The product is CC1=CC=C(C=N1)OC1CN(C1)C(=O)C1CCN(CCC1)C(=O)OCC1=CC=CC=C1 (benzyl 4-({3-[(6-methylpyridin-3-yl)oxy]azetidin-1-yl}carbonyl)azepane-1-carboxylate). The yield is 28.5%. RXN SMILES: [OH:1][CH:2]1[CH2:5][N:4]([C:6]([CH:8]2[CH2:14][CH2:13][CH2:12][N:11]([C:15]([O:17][CH2:18][C:19]3[CH:24]=[CH:23][CH:22]=[CH:21][CH:20]=3)=[O:16])[CH2:10][CH2:9]2)=[O:7])[CH2:3]1.Cl[C:26]1[CH:31]=[CH:30][N:29]=[C:28]([CH3:32])[CH:27]=1.[H-].[Na+]>CS(C)=O.CCOC(C)=O>[CH3:32][C:28]1[N:29]=[CH:30][C:31]([O:1][CH:2]2[CH2:3][N:4]([C:6]([CH:8]3[CH2:14][CH2:13][CH2:12][N:11]([C:15]([O:17][CH2:18][C:19]4[CH:24]=[CH:23][CH:22]=[CH:21][CH:20]=4)=[O:16])[CH2:10][CH2:9]3)=[O:7])[CH2:5]2)=[CH:26][CH:27]=1 |f:2.3|. Procedure details: To a solution of benzyl 4-[(3-hydroxyazetidin-1-yl)carbonyl]azepane-1-carboxylate (97 mg, 0.29 mmol) and 4-chloro-2-methylpyridine (52 μl, 0.46 mmol) in DMSO (2 ml) was added NaH (37 mg of a 60% dispersion in mineral oil, 0.93 mmol). The mixture was stirred at room temperature for 12 hours, 50° C. for 3 hours and a further 12 hours at room temperature. The reaction was then diluted with EtOAc (20 ml) and washed with water (3×10 ml), dried (MgSO4), filtered and concentrated. The residue was purif... The reactants are C1CCOC1, Oc1ccc(F)cc1, CC(C)OC(=O)N=NC(=O)OC(C)C, O=C1c2ccccc2C(=O)N1C1CCC(O)CC1, c1ccc(P(c2ccccc2)c2ccccc2)cc1. Yields the product O=C1c2ccccc2C(=O)N1C1CCC(Oc2ccc(F)cc2)CC1. As a reaction SMILES: [CH2:60]1[O:61][CH2:62][CH2:63][CH2:64]1.[F:38][c:39]1[cH:40][cH:41][c:42]([OH:45])[cH:43][cH:44]1.[O:46]=[C:47]([O:48][CH:49]([CH3:50])[CH3:51])[N:52]=[N:53][C:54]([O:55][CH:56]([CH3:57])[CH3:58])=[O:59].[OH:1][CH:2]1[CH2:3][CH2:4][CH:5]([N:8]2[C:9](=[O:18])[c:10]3[cH:11][cH:12][cH:13][cH:14][c:15]3[C:16]2=[O:17])[CH2:6][CH2:7]1.[c:19]1([P:20]([c:21]2[cH:22][cH:23][cH:24][cH:25][cH:26]2)[c:27]2[cH:28][cH:29][cH:30][cH:31][cH:32]2)[cH:33][cH:34][cH:35][cH:36][cH:37]1>>[O:1]([CH:2]1[CH2:3][CH2:4][CH:5]([N:8]2[C:9](=[O:18])[c:10]3[cH:11][cH:12][cH:13][cH:14][c:15]3[C:16]2=[O:17])[CH2:6][CH2:7]1)[c:42]1[cH:41][cH:40][c:39]([F:38])[cH:44][cH:43]1. The reactants are NC1CC2=C(CN(C1=O)C(C(=O)OC(C)(C)C)CC(C)C)C=CC=C2 (2-(4-amino-3-oxo-1,3,4,5-tetrahydro-benzo[c]azepin-2-yl)-4-methyl-valeric acid, tert-butyl ester), O.ON1N=NC2=C1C=CC=C2 (1-hydroxybenztriazole hydrate), BrC(C(=O)O)CCCCN1C(C=2C(C1=O)=CC=CC2)=O (2-bromo-6-phthalimidohexanoic acid), Cl.CN(CCCN=C=NCC)C (1-(3-dimethylaminopropyl)-3-ethylcarbodiimide hydrochloride). Solvent: ClCCl (dicloromethane). Conditions: time 17 hour. The product is C(C)(C)(C)OC(C(CC(C)C)N1CC2=C(CC(C1=O)NC(C(CCCCN1C(C=3C(C1=O)=CC=CC3)=O)Br)=O)C=CC=C2)=O (2-(4-(2-bromo-6-phthalimidohexanoyl-amino)-3-oxo-1,3,4,5-tetrahydro-benzo[c]azepin-2-yl)-4-methyl-valeric acid t-butyl ester). Reaction SMILES: [NH2:1][CH:2]1[C:8](=[O:9])[N:7]([CH:10]([CH2:18][CH:19]([CH3:21])[CH3:20])[C:11]([O:13][C:14]([CH3:17])([CH3:16])[CH3:15])=[O:12])[CH2:6][C:5]2[CH:22]=[CH:23][CH:24]=[CH:25][C:4]=2[CH2:3]1.[Br:26][CH:27]([CH2:31][CH2:32][CH2:33][CH2:34][N:35]1[C:39](=[O:40])[C:38]2=[CH:41][CH:42]=[CH:43][CH:44]=[C:37]2[C:36]1=[O:45])[C:28](O)=[O:29].Cl.CN(C)CCCN=C=NCC.O.ON1C2C=CC=CC=2N=N1>ClCCl>[C:14]([O:13][C:11](=[O:12])[CH:10]([N:7]1[C:8](=[O:9])[CH:2]([NH:1][C:28](=[O:29])[CH:27]([Br:26])[CH2:31][CH2:32][CH2:33][CH2:34][N:35]2[C:39](=[O:40])[C:38]3=[CH:41][CH:42]=[CH:43][CH:44]=[C:37]3[C:36]2=[O:45])[CH2:3][C:4]2[CH:25]=[CH:24][CH:23]=[CH:22][C:5]=2[CH2:6]1)[CH2:18][CH:19]([CH3:21])[CH3:20])([CH3:17])([CH3:16])[CH3:15] |f:2.3,4.5|. Reported procedure: Combine 2-(4-amino-3-oxo-1,3,4,5-tetrahydro-benzo[c]azepin-2-yl)-4-methyl-valeric acid, tert-butyl ester (0.34 mmol), 2-bromo-6-phthalimidohexanoic acid (0.189 g, 0.56 mmol), 1-(3-dimethylaminopropyl)-3-ethylcarbodiimide hydrochloride (0.106 g, 0.55 mmol), and 1-hydroxybenztriazole hydrate ((75 mg, 0.56 mmol) in dicloromethane (8 mL). After 17 hours, evapoarte in vacuo to give a residue, partition the residue between ethyl aceate and an aqueous 5% sulfuric acid solution (about 20 mL). Separate t... The reactants are ClCC(=O)NC1=CC2=C([C@@H]([C@H](C(O2)(C)C)O)NCCC2=CC=CC=C2)C=C1O (2-chloro-N-[(3R*,4S*)-3,6-dihydroxy-2,2-dimethyl-4-[(2-phenylethyl)amino]-3,4-dihydro-2H-1-benzopyran-7-yl]-acetamide), [Cl-].[NH4+] (ammonium chloride). Run in CO (methanol), [OH-].[Na+] (sodium hydroxide). Reaction conditions: time 4 hour. Yields the product O[C@H]1C(OC=2C=C3NC(COC3=CC2[C@@H]1NCCC1=CC=CC=C1)=O)(C)C ((7R*,8S*)-7-hydroxy-6,6-dimethyl-8-[(2-phenylethyl)amino]-4,6,7,8-tetrahydro-1,5-dioxa-4-aza-anthracene-3-one). The yield is 72.0%. Reaction SMILES: Cl[CH2:2][C:3]([NH:5][C:6]1[C:27]([OH:28])=[CH:26][C:9]2[C@H:10]([NH:17][CH2:18][CH2:19][C:20]3[CH:25]=[CH:24][CH:23]=[CH:22][CH:21]=3)[C@@H:11]([OH:16])[C:12]([CH3:15])([CH3:14])[O:13][C:8]=2[CH:7]=1)=[O:4].[Cl-].[NH4+]>CO.[OH-].[Na+]>[OH:16][C@@H:11]1[C@@H:10]([NH:17][CH2:18][CH2:19][C:20]2[CH:25]=[CH:24][CH:23]=[CH:22][CH:21]=2)[C:9]2[CH:26]=[C:27]3[C:6]([NH:5][C:3](=[O:4])[CH2:2][O:28]3)=[CH:7][C:8]=2[O:13][C:12]1([CH3:15])[CH3:14] |f:1.2,4.5|. Procedure details: To a solution of 2-chloro-N-[(3R*,4S*)-3,6-dihydroxy-2,2-dimethyl-4-[(2-phenylethyl)amino]-3,4-dihydro-2H-1-benzopyran-7-yl]-acetamide (120 mg, 0.30 mmol) in methanol (1.2 mL), aqueous sodium hydroxide solution (1 mol/L, 1.5 mL) was added at room temperature, and the resulting mixture was stirred for 4 hours. Upon the completion of the reaction, saturated aqueous ammonium chloride solution was added thereto, the resulting solution was extracted with ethyl acetate, washed with saturated aqueous s... Starting materials: FC1([C@@]2(N=C(OC1)N)CCC(C1=CC=C(C=C12)N)(C)C)F ((R)-5′,5′-difluoro-4,4-dimethyl-3,4,5′,6′-tetrahydro-2H-spiro[naphthalene-1,4′-[1,3]oxazine]-2′,7-diamine), C(#N)C=1C=CC(=NC1)C(=O)O (5-cyanopicolinic acid). Yields the product NC=1OCC([C@@]2(N1)CCC(C1=CC=C(C=C12)NC(C1=NC=C(C=C1)C#N)=O)(C)C)(F)F ((R)—N-(2′-Amino-5′,5′-difluoro-4,4-dimethyl-3,4,5′,6′-tetrahydro-2H-spiro[naphthalene-1,4′-[1,3]oxazine]-7-yl)-5-cyanopicolinamide). Isolated yield 65.0%. RXN SMILES: [F:1][C:2]1([F:21])[CH2:7][O:6][C:5]([NH2:8])=[N:4][C@@:3]21[C:17]1[C:12](=[CH:13][CH:14]=[C:15]([NH2:18])[CH:16]=1)[C:11]([CH3:20])([CH3:19])[CH2:10][CH2:9]2.[C:22]([C:24]1[CH:25]=[CH:26][C:27]([C:30](O)=[O:31])=[N:28][CH:29]=1)#[N:23]>>[NH2:8][C:5]1[O:6][CH2:7][C:2]([F:1])([F:21])[C@@:3]2([C:17]3[C:12](=[CH:13][CH:14]=[C:15]([NH:18][C:30](=[O:31])[C:27]4[CH:26]=[CH:25][C:24]([C:22]#[N:23])=[CH:29][N:28]=4)[CH:16]=3)[C:11]([CH3:19])([CH3:20])[CH2:10][CH2:9]2)[N:4]=1. Procedure: The condensation of (R)-5′,5′-difluoro-4,4-dimethyl-3,4,5′,6′-tetrahydro-2H-spiro[naphthalene-1,4′-[1,3]oxazine]-2′,7-diamine (intermediate A7.2) and 5-cyanopicolinic acid yielded the title compound (65% yield) as a pale yellow solid. MS (ISP): m/z=426.0 [M+H]+. Reactants: Cc1cc(Br)cc(C)c1O, CC(C)(C)[Si](C)(C)Cl, ClCCl, c1c[nH]cn1. Product: Cc1cc(Br)cc(C)c1O[Si](C)(C)C(C)(C)C. RXN SMILES: [Br:1][c:2]1[cH:3][c:4]([CH3:10])[c:5]([OH:9])[c:6]([CH3:8])[cH:7]1.[C:16]([CH3:17])([CH3:18])([CH3:19])[Si:20]([Cl:21])([CH3:22])[CH3:23].[Cl:24][CH2:25][Cl:26].[nH:11]1[cH:12][cH:13][n:14][cH:15]1>>[Br:1][c:2]1[cH:3][c:4]([CH3:10])[c:5]([O:9][Si:20]([C:16]([CH3:17])([CH3:18])[CH3:19])([CH3:22])[CH3:23])[c:6]([CH3:8])[cH:7]1.